This data is from the Open Reaction Database (ORD), a public repository of structured organic reaction records. The task is: describe an organic reaction: reactants, conditions, products, and yield The reactants are C(C)(C)(C)[Si](OC1CCC(CC1)(C(F)(F)F)C(CC)NS(=O)C(C)(C)C)(C)C (2-Methyl-propane-2-sulfinic acid {1-[4-(tert-butyl-dimethyl-silanyloxy)-1-trifluoromethyl-cyclohexyl]propyl}-amide), aqueous solution, Cl (HCl), saturated aqueous solution, OP(=O)([O-])[O-].[K+].[K+] (K2HPO4). Run in CC(C)O (2-propanol). Conditions: time 5 hour. The product is NC(CC)C1(CCC(CC1)O)C(F)(F)F (4-(1-Amino-propyl)-4-trifluoromethyl-cyclohexanol). Yield: 91.7%. As a reaction SMILES: C([Si](C)(C)[O:6][CH:7]1[CH2:12][CH2:11][C:10]([CH:17]([NH:20]S(C(C)(C)C)=O)[CH2:18][CH3:19])([C:13]([F:16])([F:15])[F:14])[CH2:9][CH2:8]1)(C)(C)C.Cl.OP([O-])([O-])=O.[K+].[K+]>CC(O)C>[NH2:20][CH:17]([C:10]1([C:13]([F:14])([F:15])[F:16])[CH2:11][CH2:12][CH:7]([OH:6])[CH2:8][CH2:9]1)[CH2:18][CH3:19] |f:2.3.4|. Procedure details: 3.22 g (7.26 mmol) of 2-Methyl-propane-2-sulfinic acid {1-[4-(tert-butyl-dimethyl-silanyloxy)-1-trifluoromethyl-cyclohexyl]-propyl}-amide (73) were dissolved using 200 ml of 2-propanol. 60 ml of a 10% aqueous solution of HCl was added and the mixture was stirred for 5 h at ambient temperature and the mixture allowed to stand at ambient temperature for 16 h. Afterwards, 300 ml of a saturated aqueous solution of K2HPO4 were added and the 2-propanol evaporated. The resulting mixture was extracted t... Starting materials: C1COC(C2=CSC=C2)O1 (thiophene-3-carboxaldehyde ethylene acetal), C(CCC)[Li] (n-butyllithium), C1CCOC1 (THF), ClN1C(CCC1=O)=O (N-chlorosuccinimide), S(=O)=O (Sulfur dioxide). Conditions: time 40 minute. Yields the product O1C(OCC1)C1=C(SC=C1)S(=O)(=O)NCCO (3-(2-Dioxolanyl)-N-(2-hydroxyethyl)thiophene-2-sulfonamide). Yield: 80.0%. RXN SMILES: [CH2:1]1[O:10][CH:4]([C:5]2[CH:9]=[CH:8][S:7][CH:6]=2)[O:3][CH2:2]1.C([Li])CCC.[S:16](=[O:18])=[O:17].Cl[N:20]1C(=O)CCC1=O.C1C[O:30][CH2:29][CH2:28]1>>[O:3]1[CH2:2][CH2:1][O:10][CH:4]1[C:5]1[CH:9]=[CH:8][S:7][C:6]=1[S:16]([NH:20][CH2:28][CH2:29][OH:30])(=[O:18])=[O:17]. Procedure: To a solution of thiophene-3-carboxaldehyde ethylene acetal (25.0 g, 160 mmol) in anhydrous THF (300 mL) under nitrogen at -70° C. was added n-butyllithium (2.5M, 76.9 mL, 192 mmol) over a 10 min period. The mixture was stirred for 40 min during which a white precipitate formed. Sulfur dioxide was passed over the mixture for about 10 min and the mixture was warmed to ambient temperature. The volatiles were evaporated and the residue was mixed with methylene chloride (400 mL), cooled to 0° C and ... Reactants: Cn1c(N2CCN(CCCO)CC2)cc(=O)n(C)c1=O, CCOC(=O)N=NC(=O)OCC, C1CCOC1, O=c1cc(-c2ccccc2)oc2ccc(O)cc12, c1ccc(P(c2ccccc2)c2ccccc2)cc1. Yields the product Cn1c(N2CCN(CCCOc3ccc4oc(-c5ccccc5)cc(=O)c4c3)CC2)cc(=O)n(C)c1=O. As a reaction SMILES: [CH3:19][n:20]1[c:21](=[O:38])[n:22]([CH3:37])[c:23](=[O:36])[cH:24][c:25]1[N:26]1[CH2:27][CH2:28][N:29]([CH2:32][CH2:33][CH2:34][OH:35])[CH2:30][CH2:31]1.[O:58]=[C:59]([O:60][CH2:61][CH3:62])[N:63]=[N:64][C:65]([O:66][CH2:67][CH3:68])=[O:69].[O:70]1[CH2:71][CH2:72][CH2:73][CH2:74]1.[OH:1][c:2]1[cH:3][cH:4][c:5]2[c:6]([c:7](=[O:17])[cH:8][c:9](-[c:11]3[cH:12][cH:13][cH:14][cH:15][cH:16]3)[o:10]2)[cH:18]1.[c:39]1([P:40]([c:41]2[cH:42][cH:43][cH:44][cH:45][cH:46]2)[c:47]2[cH:48][cH:49][cH:50][cH:51][cH:52]2)[cH:53][cH:54][cH:55][cH:56][cH:57]1>>[O:1]([c:2]1[cH:3][cH:4][c:5]2[c:6]([c:7](=[O:17])[cH:8][c:9](-[c:11]3[cH:12][cH:13][cH:14][cH:15][cH:16]3)[o:10]2)[cH:18]1)[CH2:34][CH2:33][CH2:32][N:29]1[CH2:28][CH2:27][N:26]([c:25]2[n:20]([CH3:19])[c:21](=[O:38])[n:22]([CH3:37])[c:23](=[O:36])[cH:24]2)[CH2:31][CH2:30]1. As a reaction SMILES: C(OC([NH:8][C:9]1[CH:10]=[C:11]([C:19]2[O:23][N:22]=[C:21]([C:24]3[CH:32]=[CH:31][CH:30]=[C:29]4[C:25]=3[CH2:26][CH2:27][N:28]4[CH2:33][C:34]3([NH:42]C(=O)OC(C)(C)C)[CH2:39][O:38]C(C)(C)[O:36][CH2:35]3)[N:20]=2)[CH:12]=[CH:13][C:14]=1[O:15][CH2:16][CH2:17][CH3:18])=O)(C)(C)C.C(OC1C=C(C2ON=C(C3C=CC=C4C=3CCN4CC3(NC(=O)OC(C)(C)C)COC(C)(C)OC3)N=2)C=CC=1OCC)C>>[NH2:42][C:34]([CH2:33][N:28]1[C:29]2[C:25](=[C:24]([C:21]3[N:20]=[C:19]([C:11]4[CH:12]=[CH:13][C:14]([O:15][CH2:16][CH2:17][CH3:18])=[C:9]([NH2:8])[CH:10]=4)[O:23][N:22]=3)[CH:32]=[CH:31][CH:30]=2)[CH2:26][CH2:27]1)([CH2:35][OH:36])[CH2:39][OH:38]. Procedure: When the product of Step F was substituted for tert-butyl 5-((4-(5-(3,4-diethoxyphenyl)-1,2,4-oxadiazol-3-yl)indolin-1-yl)methyl)-2,2-dimethyl-1,3-dioxan-5-ylcarbamate in Example 34, Step E, the identical process afforded the title compound in 70% yield, as a creamy solid. 1H-NMR (DMSO-d6) 0.92-1.05 (m, 3H); 1.42 (broad s, 2H); 1.7-1.81 (m, 2H); 2.99 (s, 2H); 2.42-2.51 (m, 2H); 2.95 (s, 2H); 3.11-3.4 (m, 2H, +H2O); 3.53 (tr, 2H, J=9 Hz); 3.93-4.05 (m, 2H); 4.56 (m, 2H); 5.11 (s, 2H); 6.76 (d, 1H... Isolated yield 70.0%. Starting materials: C(C)(C)(C)OC(=O)NC=1C=C(C=CC1OCCC)C1=NC(=NO1)C1=C2CCN(C2=CC=C1)CC1(COC(OC1)(C)C)NC(OC(C)(C)C)=O (tert-Butyl 5-((4-(5-(3-(tert-butoxycarbonylamino)-4-propoxyphenyl)-1,2,4-oxadiazol-3-yl)indolin-1-yl)methyl)-2,2-dimethyl-1,3-dioxan-5-ylcarbamate), C(C)OC=1C=C(C=CC1OCC)C1=NC(=NO1)C1=C2CCN(C2=CC=C1)CC1(COC(OC1)(C)C)NC(OC(C)(C)C)=O (tert-butyl 5-((4-(5-(3,4-diethoxyphenyl)-1,2,4-oxadiazol-3-yl)indolin-1-yl)methyl)-2,2-dimethyl-1,3-dioxan-5-ylcarbamate). Product: NC(CO)(CO)CN1CCC2=C(C=CC=C12)C1=NOC(=N1)C1=CC(=C(C=C1)OCCC)N (2-Amino-2-((4-(5-(3-amino-4-propoxyphenyl)-1,2,4-oxadiazol-3-yl)indolin-1-yl)methyl)propane-1,3-diol). Starting materials: Br[Mg]c1ccccc1, C1CCOC1, Cc1ccccc1, CCCCCC, CN(C)c1cccc(Cl)c1. Yields the product CN(C)c1cccc(-c2ccccc2)c1. As a reaction SMILES: [Br:6][Mg:7][c:8]1[cH:9][cH:10][cH:11][cH:12][cH:13]1.[CH2:1]1[O:2][CH2:3][CH2:4][CH2:5]1.[CH3:24][c:25]1[cH:26][cH:27][cH:28][cH:29][cH:30]1.[CH3:31][CH2:32][CH2:33][CH2:34][CH2:35][CH3:36].[Cl:14][c:15]1[cH:16][c:17]([N:18]([CH3:19])[CH3:20])[cH:21][cH:22][cH:23]1>>[c:8]1(-[c:15]2[cH:16][c:17]([N:18]([CH3:19])[CH3:20])[cH:21][cH:22][cH:23]2)[cH:9][cH:10][cH:11][cH:12][cH:13]1. Reactants: O=C1CN(c2ccc(-c3cncs3)cc2OCc2ccccc2)S(=O)(=O)N1, CCO, O. The product is O=C1CN(c2ccc(-c3cncs3)cc2O)S(=O)(=O)N1. RXN SMILES: [CH2:1]([c:2]1[cH:3][cH:4][cH:5][cH:6][cH:7]1)[O:8][c:9]1[c:10]([N:20]2[CH2:21][C:22](=[O:27])[NH:23][S:24]2(=[O:25])=[O:26])[cH:11][cH:12][c:13](-[c:15]2[cH:16][n:17][cH:18][s:19]2)[cH:14]1.[CH3:28][CH2:29][OH:30].[OH2:31]>>[OH:8][c:9]1[c:10]([N:20]2[CH2:21][C:22](=[O:27])[NH:23][S:24]2(=[O:25])=[O:26])[cH:11][cH:12][c:13](-[c:15]2[cH:16][n:17][cH:18][s:19]2)[cH:14]1.